Dataset: the Open Reaction Database (ORD), a public repository of structured organic reaction records. Task: describe an organic reaction: reactants, conditions, products, and yield The reactants are ClC1=CC=C2C(=CNC2=C1)C(=O)N1CCC2(CC1)OC(C1=C2C=CC=C1)=O (1′-[(6-chloro-1H-indol-3-yl)carbonyl]-3H-spiro[2-benzofuran-1,4′-piperidin]-3-one), FC=1C=C(C=CC1)B(O)O (3-fluorophenylboronic acid). Yields the product ClC1=CC=C2C(=CN(C2=C1)C1=CC(=CC=C1)F)C(=O)N1CCC2(CC1)OC(C1=C2C=CC=C1)=O (1′-{[6-Chloro-1-(3-fluorophenyl)-1H-indol-3-yl]carbonyl}-3H-spiro[2-benzofuran-1,4′-piperidin]-3-one). As a reaction SMILES: [Cl:1][C:2]1[CH:10]=[C:9]2[C:5]([C:6]([C:11]([N:13]3[CH2:18][CH2:17][C:16]4([C:22]5[CH:23]=[CH:24][CH:25]=[CH:26][C:21]=5[C:20](=[O:27])[O:19]4)[CH2:15][CH2:14]3)=[O:12])=[CH:7][NH:8]2)=[CH:4][CH:3]=1.[F:28][C:29]1[CH:30]=[C:31](B(O)O)[CH:32]=[CH:33][CH:34]=1>>[Cl:1][C:2]1[CH:10]=[C:9]2[C:5]([C:6]([C:11]([N:13]3[CH2:18][CH2:17][C:16]4([C:22]5[CH:23]=[CH:24][CH:25]=[CH:26][C:21]=5[C:20](=[O:27])[O:19]4)[CH2:15][CH2:14]3)=[O:12])=[CH:7][N:8]2[C:33]2[CH:32]=[CH:31][CH:30]=[C:29]([F:28])[CH:34]=2)=[CH:4][CH:3]=1. Procedure details: Following the general procedure VI as described above, the arylation of 1′-[(6-chloro-1H-indol-3-yl)carbonyl]-3H-spiro[2-benzofuran-1,4′-piperidin]-3-one (prepared according to example 16 above) with commercially available 3-fluorophenylboronic acid gave the title compound. ES-MS m/e (%): 475.0 (M+H+). Reported procedure: To a solution of 2.00 g of 2,6-dimethyl-4-(5-methylsulfanyl-7-propoxy-oxazolo[5,4-d]pyrimidin-2-yl)-phenol in 20 ml of N,N-dimethylformamide was added 3.20 g of potassium carbonate, followed by 0.93 ml of tert-butyl bromoacetate. The mixture was reacted for 1 h at 60° C., then allowed to cool and poured onto water. The resulting precipitate was collected by filtration with suction and dried in vacuo. 2.45 g of the title compound were obtained. The product is C(C)(C)(C)OC(COC1=C(C=C(C=C1C)C=1OC=2N=C(N=C(C2N1)OCCC)SC)C)=O ([2,6-Dimethyl-4-(5-methylsulfanyl-7-propoxy-oxazolo[5,4-d]pyrimidin-2-yl)-phenoxy]-acetic acid tert-butyl ester). Run in CN(C=O)C (N,N-dimethylformamide). Reaction SMILES: [CH3:1][C:2]1[CH:7]=[C:6]([C:8]2[O:9][C:10]3[N:11]=[C:12]([S:21][CH3:22])[N:13]=[C:14]([O:17][CH2:18][CH2:19][CH3:20])[C:15]=3[N:16]=2)[CH:5]=[C:4]([CH3:23])[C:3]=1[OH:24].C(=O)([O-])[O-].[K+].[K+].Br[CH2:32][C:33]([O:35][C:36]([CH3:39])([CH3:38])[CH3:37])=[O:34]>CN(C)C=O>[C:36]([O:35][C:33](=[O:34])[CH2:32][O:24][C:3]1[C:2]([CH3:1])=[CH:7][C:6]([C:8]2[O:9][C:10]3[N:11]=[C:12]([S:21][CH3:22])[N:13]=[C:14]([O:17][CH2:18][CH2:19][CH3:20])[C:15]=3[N:16]=2)=[CH:5][C:4]=1[CH3:23])([CH3:39])([CH3:38])[CH3:37] |f:1.2.3|. The reactants are CC1=C(C(=CC(=C1)C=1OC=2N=C(N=C(C2N1)OCCC)SC)C)O (2,6-dimethyl-4-(5-methylsulfanyl-7-propoxy-oxazolo[5,4-d]pyrimidin-2-yl)-phenol), C([O-])([O-])=O.[K+].[K+] (potassium carbonate), BrCC(=O)OC(C)(C)C (tert-butyl bromoacetate). The reactants are CC=1C=C(C=C(C1)C)C1=CCC=2NC(=CC21)C(=O)OC (methyl 4-(3,5-dimethylphenyl)-1,6-dihydrocyclopenta[b]pyrrole-2-carboxylate). The reagents and catalysts are [Pd] (Pd/C). Yields the product CC=1C=C(C=C(C1)C)C1CCC=2NC(=CC21)C(=O)OC (methyl 4-(3,5-dimethylphenyl)-1,4,5,6-tetrahydrocyclopenta[b]pyrrole-2-carboxylate). RXN SMILES: [CH3:1][C:2]1[CH:3]=[C:4]([C:9]2[C:16]3[CH:15]=[C:14]([C:17]([O:19][CH3:20])=[O:18])[NH:13][C:12]=3[CH2:11][CH:10]=2)[CH:5]=[C:6]([CH3:8])[CH:7]=1>[Pd]>[CH3:1][C:2]1[CH:3]=[C:4]([CH:9]2[C:16]3[CH:15]=[C:14]([C:17]([O:19][CH3:20])=[O:18])[NH:13][C:12]=3[CH2:11][CH2:10]2)[CH:5]=[C:6]([CH3:8])[CH:7]=1. Procedure details: The title compound was synthesized in two steps. First, methyl 4-oxo-1,4,5,6-tetrahydrocyclopenta[b]pyrrole-2-carboxylate (0.5 g, 2.79 mmol) and 3,5-dimethylphenylmagnesium bromide (14 mL, 6.97 mmol, 0.5 M in THF, 2.5 equiv) were reacted according to General Procedure 3 to give the endo olefin-containing compound methyl 4-(3,5-dimethylphenyl)-1,6-dihydrocyclopenta[b]pyrrole-2-carboxylate, which was then hydrogenated according to General Procedure 6 (with 5% Pd/C), and was purified by column chro... The reactants are CCCN, CCOCC, CCO, COC(=O)c1ccc(C)nc1Cl, Cl, [Na+], [Na+], O=C([O-])[O-]. Yields the product Cl, CCCNc1nc(C)ccc1C(=O)OC. As a reaction SMILES: [CH3:13][CH2:14][CH2:15][NH2:16].[CH3:24][CH2:25][O:26][CH2:27][CH3:28].[CH3:29][CH2:30][OH:31].[Cl:1][c:2]1[c:3]([C:4](=[O:5])[O:6][CH3:7])[cH:8][cH:9][c:10]([CH3:12])[n:11]1.[ClH:23].[Na+:17].[Na+:18].[O-:19][C:20](=[O:21])[O-:22]>>[ClH:1].[c:2]1([NH:16][CH2:15][CH2:14][CH3:13])[c:3]([C:4](=[O:5])[O:6][CH3:7])[cH:8][cH:9][c:10]([CH3:12])[n:11]1. The reactants are C12N(CC(NC1)C2)C2=C(C=C1C(C(=CN(C1=C2)C2=CC=C(C=C2)F)C(=O)O)=O)F (7-(2,5-diazabicyclo(2.2.1)hept-2-yl)-6-fluoro-1-(4-fluorophenyl)1,4-dihydro-4-oxoquinoline-3-carboxylic acid), anhydride, CC(=O)OCC1=C2C=CC=CC2=C(C3=CC=CC=C31)COC(=O)C (acetic), formic acids. The solvent is C(=O)O (formic acid). Reaction conditions: time 6 hour. Yields the product C(=O)N1C2CN(C(C1)C2)C2=C(C=C1C(C(=CN(C1=C2)C2=CC=C(C=C2)F)C(=O)O)=O)F (7-(5-formyl-2,5 -diazabicyclo(2.2.1)hept-2vl)6-fluoro-1-(4-fluorophenyl)-1,4-dihydro-4-oxoquinoline-3carboxylic acid). The yield is 31.0%. As a reaction SMILES: [CH:1]12[CH2:7][CH:4]([NH:5][CH2:6]1)[CH2:3][N:2]2[C:8]1[CH:17]=[C:16]2[C:11]([C:12](=[O:28])[C:13]([C:25]([OH:27])=[O:26])=[CH:14][N:15]2[C:18]2[CH:23]=[CH:22][C:21]([F:24])=[CH:20][CH:19]=2)=[CH:10][C:9]=1[F:29].C[C:31](OCC1C2C(=CC=CC=2)C(COC(C)=O)=C2C=1C=CC=C2)=[O:32]>C(O)=O>[CH:31]([N:5]1[CH2:6][CH:1]2[CH2:7][CH:4]1[CH2:3][N:2]2[C:8]1[CH:17]=[C:16]2[C:11]([C:12](=[O:28])[C:13]([C:25]([OH:27])=[O:26])=[CH:14][N:15]2[C:18]2[CH:19]=[CH:20][C:21]([F:24])=[CH:22][CH:23]=2)=[CH:10][C:9]=1[F:29])=[O:32]. Procedure details: To 1.2 g (3 m Mol) 7-(2,5-diazabicyclo(2.2.1)hept-2-yl)-6-fluoro-1-(4-fluorophenyl)1,4-dihydro-4-oxoquinoline-3-carboxylic acid in 10 ml of formic acid was added 2.64 g (30 m Mol) of the mixed anhydride of acetic and formic acids and the mixture was stirred for 6 hrs. The volatiles were removed in vacuo and the residue recrystallized to give 0.4 g (31%) of the product, mp 274° C.-276° C. Yield: 23.2%. Reaction SMILES: [N+:1]([C:4]1[CH:9]=[CH:8][C:7]([NH2:10])=[C:6]([NH2:11])[CH:5]=1)([O-:3])=[O:2].Cl.CO[C:15](=N)[CH:16]=[CH:17][C:18]1[CH:23]=[CH:22][C:21]([O:24][CH3:25])=[C:20]([O:26][CH3:27])[CH:19]=1>CO>[CH3:27][O:26][C:20]1[CH:19]=[C:18](/[CH:17]=[CH:16]/[C:15]2[NH:10][C:7]3[CH:8]=[CH:9][C:4]([N+:1]([O-:3])=[O:2])=[CH:5][C:6]=3[N:11]=2)[CH:23]=[CH:22][C:21]=1[O:24][CH3:25] |f:1.2|. Procedure: A mixture of 4-nitro-1,2-phenylenediamine (1.2 g; 8 mmol) and methyl-(3,4-dimethoxy)-cinnamoimidate hydrochloride (2.0 g; 8 mmol) in methanol (70 mL) was refluxed for 18 hours. Solution was concentrated to dryness. The residue was recrystallized from MeOH to obtain 603 mg (23% yield) of the title compound as a yellow solid, m.p. 223-225° C. Anal. Calcd. for C17H15N3O4: C, 62.76, H, 4.65; N, 12.92. Found: C, 62.67; H, 4.62; N, 13.05. Mass spectrum: (EI; M+) m/z 325. 1H-NMR (DMSO-d6; 400 MHz) δ13.... The reactants are [N+](=O)([O-])C1=CC(=C(C=C1)N)N (4-nitro-1,2-phenylenediamine), Cl.COC(C=CC1=CC(=C(C=C1)OC)OC)=N (methyl-(3,4-dimethoxy)-cinnamoimidate hydrochloride). Run in CO (methanol). Yields the product COC=1C=C(C=CC1OC)/C=C/C1=NC2=C(N1)C=CC(=C2)[N+](=O)[O-] ((E)-2-[2-(3,4-Dimethoxyphenyl)-vinyl]-5-nitro-1H-benzoimidazole).